This data is from the Open Reaction Database (ORD), a public repository of structured organic reaction records. The task is: describe an organic reaction: reactants, conditions, products, and yield The reactants are CCCCCCCCCCCCc1ccccc1C(=O)O, [Li]CCCC, ClCCl, Cl, O=S(Cl)Cl. Yields the product CCCCCCCCCCCCc1ccccc1C(=O)Cl. RXN SMILES: [CH2:1]([CH2:2][CH2:3][CH2:4][CH2:5][CH2:6][CH2:7][CH2:8][CH2:9][CH2:10][CH2:11][CH3:12])[c:13]1[c:14]([C:15](=[O:16])[OH:17])[cH:18][cH:19][cH:20][cH:21]1.[CH2:26]([Li:27])[CH2:28][CH2:29][CH3:30].[CH2:32]([Cl:33])[Cl:34].[ClH:31].[S:22]([Cl:23])([Cl:24])=[O:25]>>[CH2:1]([CH2:2][CH2:3][CH2:4][CH2:5][CH2:6][CH2:7][CH2:8][CH2:9][CH2:10][CH2:11][CH3:12])[c:13]1[c:14]([C:15](=[O:16])[Cl:24])[cH:18][cH:19][cH:20][cH:21]1. Reactants: C(C=C)(=O)OCCCC (butyl acrylate), C(C)O[Si](OCC)(OCC)OCC (tetraethoxysilane), C1(=CC=CC=C1)[Si](OC)(OC)OC (phenyltrimethoxysilane), C(C(=C)C)(=O)OCCC[Si](OC)(OC)OC (3-methacryloxypropyltrimethoxysilane), C(C)(C)NC(C=C)=O (N-isopropylacrylamide), C(C=C)(=O)O (acrylic acid), SR-1025, S(=O)(=O)([O-])OOS(=O)(=O)[O-].[NH4+].[NH4+] (ammonium persulfate). Solvent: O (water). Conditions: time 2 hour. The product is CCCC(C)C1(C(=O)NC(=NC1=O)NO)CC (HB-7). Reaction SMILES: C([O:5][CH2:6][CH2:7][CH2:8][CH3:9])(=O)C=C.C(O[Si]([O:20][CH2:21]C)(OCC)OCC)C.[C:23]1([Si](OC)(OC)OC)[CH:28]=[CH:27][CH:26]=[CH:25]C=1.C(OCCC[Si](OC)(OC)OC)(=O)C(C)=C.C([NH:55][C:56](=O)C=C)(C)C.C(O)(=[O:63])C=C.S(OOS([O-])(=O)=O)([O-])(=O)=O.[NH4+:75].[NH4+:76]>O>[CH3:23][CH2:28][CH2:27][CH:26]([C:7]1([CH2:8][CH3:9])[C:6](=[O:5])[N:76]=[C:56]([NH:55][OH:63])[NH:75][C:21]1=[O:20])[CH3:25] |f:6.7.8|. Reported procedure: Subsequently, a solution mixture of butyl acrylate (150 g), tetraethoxysilane (30 g), phenyltrimethoxysilane (145 g) and 3-methacryloxypropyltrimethoxysilane (1.3 g) and a solution mixture of N-isopropylacrylamide (165 g), acrylic acid (3 g), a reactive emulsifier (trade name “ADEKA REASOAP SR-1025”, manufactured by ADEKA Corporation, an aqueous solution containing 25 mass % solid content) (13 g), a 2 mass % aqueous ammonium persulfate solution (40 g) and ion-exchanged water (1900 g) were simult... The reactants are CO, O=C1Cc2cc([N+](=O)[O-])ccc2CN1. Yields the product Nc1ccc2c(c1)CC(=O)NC2. RXN SMILES: [CH3:15][OH:16].[N+:1]([O-:2])(=[O:3])[c:4]1[cH:5][c:6]2[c:11]([cH:12][cH:13]1)[CH2:10][NH:9][C:8](=[O:14])[CH2:7]2>>[NH2:1][c:4]1[cH:5][c:6]2[c:11]([cH:12][cH:13]1)[CH2:10][NH:9][C:8](=[O:14])[CH2:7]2. Starting materials: [N+](=O)([O-])C=1C=C(C=CC1)C1=NN=C(C(N1)=O)C(CC)NC(=O)C1CCCC1 (N-{1-[3-(3-nitrophenyl)-5-oxo-4,5-dihydro-1,2,4-triazin-6-yl]propyl}cyclopentanecarboxamide), P(=O)(Cl)(Cl)Cl (phosphoric trichloride). Product: C1(CCCC1)C1=NC(=C2C(NC(=NN21)C2=CC(=CC=C2)[N+](=O)[O-])=O)CC (7-Cyclopentyl-5-ethyl-2-(3-nitrophenyl)imidazo[5,1-f][1,2,4]triazin-4(3H)-one). Reaction SMILES: [N+:1]([C:4]1[CH:5]=[C:6]([C:10]2[NH:15][C:14](=[O:16])[C:13]([CH:17]([NH:20][C:21]([CH:23]3[CH2:27][CH2:26][CH2:25][CH2:24]3)=O)[CH2:18][CH3:19])=[N:12][N:11]=2)[CH:7]=[CH:8][CH:9]=1)([O-:3])=[O:2].P(Cl)(Cl)(Cl)=O>>[CH:23]1([C:21]2[N:12]3[C:13]([C:14](=[O:16])[NH:15][C:10]([C:6]4[CH:7]=[CH:8][CH:9]=[C:4]([N+:1]([O-:3])=[O:2])[CH:5]=4)=[N:11]3)=[C:17]([CH2:18][CH3:19])[N:20]=2)[CH2:27][CH2:26][CH2:25][CH2:24]1. Procedure details: In analogy to the procedure for Example 1, 3.5 g (9.4 mmol) N-{1-[3-(3-nitrophenyl)-5-oxo-4,5-dihydro-1,2,4-triazin-6-yl]propyl}cyclopentanecarboxamide, 1.45 g (9.4 mmol) phosphoric trichloride are stirred at reflux for 3 hours, proportionate amounts of the solvents are used. The reactants are C(C)#N (Acetonitrile), C(C)OC(=O)C=1N(C2=CC=CC=C2C1)S(=O)(=O)C1=CC=CC=C1 (1-benzenesulfonyl-1H-indole-2-carboxylic acid ethyl ester), [Cl-].[NH4+] (ammonium chloride), C[Si](C)(C)[N-][Si](C)(C)C.[Li+] (lithium bis(trimethylsilyl) amide). Run in O1CCCC1 (tetrahydrofuran), O (Water), O1CCCC1 (tetrahydrofuran). Conditions: temperature -78 celsius, time 30 minute. Yields the product C1(=CC=CC=C1)S(=O)(=O)N1C(=CC2=CC=CC=C12)C(CC#N)=O (3-(1-benzenesulfonyl-1H-indol-2-yl)-3-oxo-propionitrile). Yield: 144.4%. As a reaction SMILES: [C:1](#[N:3])[CH3:2].C(O[C:7]([C:9]1[N:10]([S:18]([C:21]2[CH:26]=[CH:25][CH:24]=[CH:23][CH:22]=2)(=[O:20])=[O:19])[C:11]2[C:16]([CH:17]=1)=[CH:15][CH:14]=[CH:13][CH:12]=2)=[O:8])C.C[Si]([N-][Si](C)(C)C)(C)C.[Li+].[Cl-].[NH4+]>O.O1CCCC1>[C:21]1([S:18]([N:10]2[C:11]3[C:16](=[CH:15][CH:14]=[CH:13][CH:12]=3)[CH:17]=[C:9]2[C:7](=[O:8])[CH2:2][C:1]#[N:3])(=[O:19])=[O:20])[CH:26]=[CH:25][CH:24]=[CH:23][CH:22]=1 |f:2.3,4.5|. Procedure details: Acetonitrile (10.6 g, 0.202 mol) was added to a tetrahydrofuran (THF) solution (135 ml) of 1-benzenesulfonyl-1H-indole-2-carboxylic acid ethyl ester (33.4 g, 0.101 mol), and cooled to −78° C. A tetrahydrofuran (THF) solution of 1 M lithium bis(trimethylsilyl) amide (213 ml, 0.213 mol) was added dropwise thereto, and stirred for 30 minutes. A saturated aqueous solution (83 ml) of ammonium chloride was added to the reaction mixture, and stirred for 10 minutes. Water (50 ml) was added to the mixtur... The product is C(CCC)C1=NC2=C(N1CC1=CC=C(C=C1)C=1C(=CC=CC1)C(=O)O)C=C(C=C2)N(C(=O)NC)C2CCCCC2 (4'-[(2-n-butyl-6-(N-methylaminocarbonyl-cyclohexyl-amino)-benzimidazol-1-yl)-methyl]biphenyl-2-carboxylic acid). RXN SMILES: [CH2:1]([C:5]1[N:9]([CH2:10][C:11]2[CH:16]=[CH:15][C:14]([C:17]3[C:18]([C:23]([O:25]C(C)(C)C)=[O:24])=[CH:19][CH:20]=[CH:21][CH:22]=3)=[CH:13][CH:12]=2)[C:8]2[CH:30]=[C:31]([N:34]([CH:39]3[CH2:44][CH2:43][CH2:42][CH2:41][CH2:40]3)[C:35]([NH:37][CH3:38])=[O:36])[CH:32]=[CH:33][C:7]=2[N:6]=1)[CH2:2][CH2:3][CH3:4].FC(F)(F)C(O)=O>>[CH2:1]([C:5]1[N:9]([CH2:10][C:11]2[CH:16]=[CH:15][C:14]([C:17]3[C:18]([C:23]([OH:25])=[O:24])=[CH:19][CH:20]=[CH:21][CH:22]=3)=[CH:13][CH:12]=2)[C:8]2[CH:30]=[C:31]([N:34]([CH:39]3[CH2:44][CH2:43][CH2:42][CH2:41][CH2:40]3)[C:35]([NH:37][CH3:38])=[O:36])[CH:32]=[CH:33][C:7]=2[N:6]=1)[CH2:2][CH2:3][CH3:4]. The reactants are C(CCC)C1=NC2=C(N1CC1=CC=C(C=C1)C=1C(=CC=CC1)C(=O)OC(C)(C)C)C=C(C=C2)N(C(=O)NC)C2CCCCC2 (tert.butyl 4'-[(2-n-butyl-6-(N-methylaminocarbonyl-cyclohexylamino)-benzimidazol-1-yl)-methyl]biphenyl-2-carboxylate), FC(C(=O)O)(F)F (trifluoroacetic acid). Reported procedure: Prepared in analogous manner to Example 9 from tert.butyl 4'-[(2-n-butyl-6-(N-methylaminocarbonyl-cyclohexylamino)-benzimidazol-1-yl)-methyl]biphenyl-2-carboxylate and trifluoroacetic acid. Starting materials: COCC(C)O, CC(=O)O, COC1=CC(=O)N(C(CC2CCCC2)C(=O)Nc2ccn(CC(C)(C)O)n2)C1, Cl, O, Cc1ccc(S(=O)(=O)O)cc1. The product is COCC(C)OC1=CC(=O)N(C(CC2CCCC2)C(=O)Nc2ccn(CC(C)(C)O)n2)C1. As a reaction SMILES: [CH3:30][O:31][CH2:32][CH:33]([CH3:34])[OH:35].[CH3:48][C:49](=[O:50])[OH:51].[CH:1]1([CH2:6][CH:7]([C:8](=[O:9])[NH:10][c:11]2[n:12][n:13]([CH2:16][C:17]([CH3:18])([CH3:19])[OH:20])[cH:14][cH:15]2)[N:21]2[C:22](=[O:28])[CH:23]=[C:24]([O:26][CH3:27])[CH2:25]2)[CH2:2][CH2:3][CH2:4][CH2:5]1.[ClH:29].[OH2:36].[c:37]1([CH3:38])[cH:39][cH:40][c:41]([S:42]([OH:43])(=[O:44])=[O:45])[cH:46][cH:47]1>>[CH:1]1([CH2:6][CH:7]([C:8](=[O:9])[NH:10][c:11]2[n:12][n:13]([CH2:16][C:17]([CH3:18])([CH3:19])[OH:20])[cH:14][cH:15]2)[N:21]2[C:22](=[O:28])[CH:23]=[C:24]([O:35][CH:33]([CH2:32][O:31][CH3:30])[CH3:34])[CH2:25]2)[CH2:2][CH2:3][CH2:4][CH2:5]1.